Dataset: the Open Reaction Database (ORD), a public repository of structured organic reaction records. Task: describe an organic reaction: reactants, conditions, products, and yield The reactants are [OH-].[Na+] (Sodium hydroxide), C(CCC)OC1=NC=C(C(=O)OC)C=C1C=1NC(C=2C(N1)=C(N(N2)CCOC)CC)=O (Methyl 6-Butoxy-5-[3-ethyl-2-(2-methoxyethyl)-7-oxo-6,7-dihydro-2H-pyrazolo[4,3-d]pyrimidin-5-yl]nicotinate), Cl (hydrochloric acid). The solvent is O1CCOCC1 (dioxane). Run at time 14 hour. Product: C(CCC)OC1=NC=C(C(=O)O)C=C1C=1NC(C=2C(N1)=C(N(N2)CCOC)CC)=O (6-Butoxy-5-[3-ethyl-2-(2-methoxyethyl)-7-oxo-6,7-dihydro-2H-pyrazolo[4,3-d]pyrimidin-5-yl]nicotinic Acid). RXN SMILES: [OH-].[Na+].[CH2:3]([O:7][C:8]1[C:17]([C:18]2[NH:19][C:20](=[O:33])[C:21]3[C:22](=[C:24]([CH2:31][CH3:32])[N:25]([CH2:27][CH2:28][O:29][CH3:30])[N:26]=3)[N:23]=2)=[CH:16][C:11]([C:12]([O:14]C)=[O:13])=[CH:10][N:9]=1)[CH2:4][CH2:5][CH3:6].Cl>O1CCOCC1>[CH2:3]([O:7][C:8]1[C:17]([C:18]2[NH:19][C:20](=[O:33])[C:21]3[C:22](=[C:24]([CH2:31][CH3:32])[N:25]([CH2:27][CH2:28][O:29][CH3:30])[N:26]=3)[N:23]=2)=[CH:16][C:11]([C:12]([OH:14])=[O:13])=[CH:10][N:9]=1)[CH2:4][CH2:5][CH3:6] |f:0.1|. Procedure details: Sodium hydroxide (0.52 mL of 2N) was added to a solution of methyl 6-butoxy-5-[3-ethyl-2-(2-methoxyethyl)-7-oxo-6,7-dihydro-2H-pyrazolo[4,3-d]pyrimidin-5-yl]nicotinate (Example 2) (226 mg, 0.53 mmol) in dioxane. The solution was stirred for 14 h. The pH was adjusted to pH 2-3 with hydrochloric acid (1N) and the mixture concentrated to dryness. Hot ethanol was added to the solid and the slurry filtered. The ethanol solution was concentrated and the resulting solid was washed with dichloromethane ... Reactants: CN(C)C=O, Cc1cc(F)ncc1C(=O)N1CCN(c2ncc(C3CC3)cc2C2CC2)CC1, [H-], [Na+], O=C1NCCO1, O. Yields the product Cc1cc(N2CCOC2=O)ncc1C(=O)N1CCN(c2ncc(C3CC3)cc2C2CC2)CC1. Reaction SMILES: [CH3:38][N:39]([CH3:40])[CH:41]=[O:42].[CH:9]1([c:12]2[c:13]([N:21]3[CH2:22][CH2:23][N:24]([C:27](=[O:28])[c:29]4[cH:30][n:31][c:32]([F:36])[cH:33][c:34]4[CH3:35])[CH2:25][CH2:26]3)[n:14][cH:15][c:16]([CH:18]3[CH2:19][CH2:20]3)[cH:17]2)[CH2:10][CH2:11]1.[H-:1].[Na+:2].[O:3]1[C:4](=[O:8])[NH:5][CH2:6][CH2:7]1.[OH2:37]>>[O:3]1[C:4](=[O:8])[N:5]([c:32]2[n:31][cH:30][c:29]([C:27]([N:24]3[CH2:23][CH2:22][N:21]([c:13]4[c:12]([CH:9]5[CH2:10][CH2:11]5)[cH:17][c:16]([CH:18]5[CH2:19][CH2:20]5)[cH:15][n:14]4)[CH2:26][CH2:25]3)=[O:28])[c:34]([CH3:35])[cH:33]2)[CH2:6][CH2:7]1.